Dataset: the Open Reaction Database (ORD), a public repository of structured organic reaction records. Task: describe an organic reaction: reactants, conditions, products, and yield Starting materials: Cl (hydrochloric acid), C1(=CC=CC=C1)C=1C(=CN(C1)CC1=CC=C(C=C1)OCC1=CC(=CC=C1)C1=NC=CN=C1)CCC(=O)OCC (ethyl 3-[4-phenyl-1-[4-[3-(2-pyrazinyl)benzyloxy]benzyl]-3-pyrrolyl]propionate), [OH-].[Na+] (sodium hydroxide), O1CCCC1 (tetrahydrofuran). The solvent is C(C)O (ethanol). Reaction conditions: time 8 hour. Product: C1(=CC=CC=C1)C=1C(=CN(C1)CC1=CC=C(C=C1)OCC1=CC(=CC=C1)C1=NC=CN=C1)CCC(=O)O (3-[4-phenyl-1-[4-[3-(2-pyrazinyl)benzyloxy]benzyl]-3-pyrrolyl]propionic acid). Yield: 76.8%. RXN SMILES: [C:1]1([C:7]2[C:8]([CH2:33][CH2:34][C:35]([O:37]CC)=[O:36])=[CH:9][N:10]([CH2:12][C:13]3[CH:18]=[CH:17][C:16]([O:19][CH2:20][C:21]4[CH:26]=[CH:25][CH:24]=[C:23]([C:27]5[CH:32]=[N:31][CH:30]=[CH:29][N:28]=5)[CH:22]=4)=[CH:15][CH:14]=3)[CH:11]=2)[CH:6]=[CH:5][CH:4]=[CH:3][CH:2]=1.[OH-].[Na+].O1CCCC1.Cl>C(O)C>[C:1]1([C:7]2[C:8]([CH2:33][CH2:34][C:35]([OH:37])=[O:36])=[CH:9][N:10]([CH2:12][C:13]3[CH:14]=[CH:15][C:16]([O:19][CH2:20][C:21]4[CH:26]=[CH:25][CH:24]=[C:23]([C:27]5[CH:32]=[N:31][CH:30]=[CH:29][N:28]=5)[CH:22]=4)=[CH:17][CH:18]=3)[CH:11]=2)[CH:6]=[CH:5][CH:4]=[CH:3][CH:2]=1 |f:1.2|. Procedure: A mixture of ethyl 3-[4-phenyl-1-[4-[3-(2-pyrazinyl)benzyloxy]benzyl]-3-pyrrolyl]propionate (647 mg), 1N aqueous sodium hydroxide solution (2.5 ml), tetrahydrofuran (5 ml), and ethanol (5 ml) was stirred at room temperature overnight, and 1N hydrochloric acid (2.5 ml) was added to the mixture, which was extracted with ethyl acetate. The ethyl acetate layer was washed with saturated aqueous sodium chloride solution, dried (MgSO4), then concentrated. The colorless crystals obtained were collected ...